From a dataset of the Open Reaction Database (ORD), a public repository of structured organic reaction records. describe an organic reaction: reactants, conditions, products, and yield Reactants: CO, COC(=O)c1ccc2c(c1)CC(C)(C)C(c1ccc(F)c(NC(=O)C3CC3)c1)N2, [Na+], [OH-]. Yields the product CC1(C)Cc2cc(C(=O)O)ccc2NC1c1ccc(F)c(NC(=O)C2CC2)c1. Reaction SMILES: [CH3:32][OH:33].[CH:1]1([C:4](=[O:5])[NH:6][c:7]2[cH:8][c:9]([CH:14]3[NH:15][c:16]4[cH:17][cH:18][c:19]([C:26](=[O:27])[O:28][CH3:29])[cH:20][c:21]4[CH2:22][C:23]3([CH3:24])[CH3:25])[cH:10][cH:11][c:12]2[F:13])[CH2:2][CH2:3]1.[Na+:31].[OH-:30]>>[CH:1]1([C:4](=[O:5])[NH:6][c:7]2[cH:8][c:9]([CH:14]3[NH:15][c:16]4[cH:17][cH:18][c:19]([C:26](=[O:27])[OH:28])[cH:20][c:21]4[CH2:22][C:23]3([CH3:24])[CH3:25])[cH:10][cH:11][c:12]2[F:13])[CH2:2][CH2:3]1.